This data is from the Open Reaction Database (ORD), a public repository of structured organic reaction records. The task is: describe an organic reaction: reactants, conditions, products, and yield Starting materials: C(=O)(O)CN(S(=O)(=O)C)C1=CC=C(C=C1)N\C(\C1=CC=CC=C1)=C\1/C(NC2=CC=CC=C12)=O ((Z)-3-{1-[4-(N-carboxymethyl-N-methylsulphonyl-amino)-phenylamino]-1-phenyl-methylidene}-2-indolinone), [Cl-].C[NH3+] (methylammonium chloride), C=1C=CC2=C(C1)N=NN2O (HOBt), CN(C)C(=[N+](C)C)ON1C2=C(C=CC=C2)N=N1.[B-](F)(F)(F)F (TBTU), C(C)N(C(C)C)C(C)C (N-ethyl-N,N-diisopropylamine). The solvent is CN(C)C=O (DMF). Yields the product CNC(=O)CN(S(=O)(=O)C)C1=CC=C(C=C1)N\C(\C1=CC=CC=C1)=C\1/C(NC2=CC=CC=C12)=O ((Z)-3-{1-[4-(N-methylaminocarbonylmethyl-N-methylsulphonyl-amino)-phenylamino]-1-phenyl-methylidene}-2-indolinone). As a reaction SMILES: [C:1]([CH2:4][N:5]([C:10]1[CH:15]=[CH:14][C:13]([NH:16]/[C:17](=[C:24]2\[C:25](=[O:33])[NH:26][C:27]3[C:32]\2=[CH:31][CH:30]=[CH:29][CH:28]=3)/[C:18]2[CH:23]=[CH:22][CH:21]=[CH:20][CH:19]=2)=[CH:12][CH:11]=1)[S:6]([CH3:9])(=[O:8])=[O:7])(O)=[O:2].[Cl-].C[NH3+].C1C=CC2N(O)N=[N:43][C:41]=2C=1.CN(C(ON1N=NC2C=CC=CC1=2)=[N+](C)C)C.[B-](F)(F)(F)F.C(N(C(C)C)C(C)C)C>CN(C=O)C>[CH3:41][NH:43][C:1]([CH2:4][N:5]([C:10]1[CH:11]=[CH:12][C:13]([NH:16]/[C:17](=[C:24]2\[C:25](=[O:33])[NH:26][C:27]3[C:32]\2=[CH:31][CH:30]=[CH:29][CH:28]=3)/[C:18]2[CH:19]=[CH:20][CH:21]=[CH:22][CH:23]=2)=[CH:14][CH:15]=1)[S:6]([CH3:9])(=[O:7])=[O:8])=[O:2] |f:1.2,4.5|. Procedure: Prepared analogously to Example 18 from (Z)-3-{1-[4-(N-carboxymethyl-N-methylsulphonyl-amino)-phenylamino]-1-phenyl-methylidene}-2-indolinone, methylammonium chloride, HOBt, TBTU and N-ethyl-N,N-diisopropylamine in DMF.